The task is: describe an organic reaction: reactants, conditions, products, and yield. This data is from the Open Reaction Database (ORD), a public repository of structured organic reaction records. Starting materials: CN(C)C=O, O=Cc1ccc(O)cc1F, [H-], [Na+], O, ClCc1ccccn1. The product is O=Cc1ccc(OCc2ccccn2)cc1F. RXN SMILES: [CH3:1][N:2]([CH3:3])[CH:4]=[O:5].[F:6][c:7]1[c:8]([CH:9]=[O:10])[cH:11][cH:12][c:13]([OH:15])[cH:14]1.[H-:16].[Na+:17].[OH2:26].[c:18]1([CH2:24][Cl:25])[cH:19][cH:20][cH:21][cH:22][n:23]1>>[F:6][c:7]1[c:8]([CH:9]=[O:10])[cH:11][cH:12][c:13]([O:15][CH2:24][c:18]2[cH:19][cH:20][cH:21][cH:22][n:23]2)[cH:14]1. Starting materials: OC1(CCN(CC1)C(=O)OCCCC)C=1SC(=CN1)C1=CC(=CC(=C1)NC1=NC=CC(=N1)C(F)(F)F)C (butyl 4-hydroxy-4-[5-(3-methyl-5-{[4-(trifluoromethyl)pyrimidin-2-yl]amino}phenyl)-1,3-thiazol-2-yl]piperidine-1-carboxylate), C(=O)(C(F)(F)F)O (TFA), C(=O)(O)[O-].[Na+] (NaHCO3). Run in C(Cl)Cl (DCM). Conditions: time 4 hour. Yields the product CC=1C=C(C=C(C1)NC1=NC=CC(=N1)C(F)(F)F)C1=CN=C(S1)C1(CCNCC1)O (4-[5-(3-methyl-5-{[4-(trifluoromethyl)pyrimidin-2-yl]amino}phenyl)-1,3-thiazol-2-yl]piperidin-4-ol). The yield is 98.9%. RXN SMILES: [OH:1][C:2]1([C:15]2[S:16][C:17]([C:20]3[CH:25]=[C:24]([NH:26][C:27]4[N:32]=[C:31]([C:33]([F:36])([F:35])[F:34])[CH:30]=[CH:29][N:28]=4)[CH:23]=[C:22]([CH3:37])[CH:21]=3)=[CH:18][N:19]=2)[CH2:7][CH2:6][N:5](C(OCCCC)=O)[CH2:4][CH2:3]1.C(O)(C(F)(F)F)=O.C([O-])(O)=O.[Na+]>C(Cl)Cl>[CH3:37][C:22]1[CH:21]=[C:20]([C:17]2[S:16][C:15]([C:2]3([OH:1])[CH2:3][CH2:4][NH:5][CH2:6][CH2:7]3)=[N:19][CH:18]=2)[CH:25]=[C:24]([NH:26][C:27]2[N:32]=[C:31]([C:33]([F:35])([F:36])[F:34])[CH:30]=[CH:29][N:28]=2)[CH:23]=1 |f:2.3|. Reported procedure: To text-butyl 4-hydroxy-4-[5-(3-methyl-5-{[4-(trifluoromethyl)pyrimidin-2-yl]amino}phenyl)-1,3-thiazol-2-yl]piperidine-1-carboxylate (50 mg, 0.093 mmol) in DCM (1 mL) was added 144 uL TFA (20 eq) and the reaction stirred at rt for 4 h. To the mixture was added saturated aqueous NaHCO3 and extracted with ethyl acetate. The organic layer was washed with water and brine. The combined organic layer was dried, filtered. The solvent was reduced in vacuo to give 40 mg (0.092 mmol, 98%) of 4-[5-(3-methy... The reactants are C1CCOC1, [Li]C(C)C, COc1ccc(F)cc1C(C)(C)CC(=O)N1CCOCC1. Yields the product COc1ccc(F)cc1C(C)(C)CC(=O)C(C)C. As a reaction SMILES: [CH2:26]1[O:27][CH2:28][CH2:29][CH2:30]1.[CH:22]([CH3:23])([CH3:24])[Li:25].[F:1][c:2]1[cH:3][cH:4][c:5]([O:20][CH3:21])[c:6]([C:8]([CH2:9][C:10](=[O:11])[N:12]2[CH2:13][CH2:14][O:15][CH2:16][CH2:17]2)([CH3:18])[CH3:19])[cH:7]1>>[F:1][c:2]1[cH:3][cH:4][c:5]([O:20][CH3:21])[c:6]([C:8]([CH2:9][C:10](=[O:11])[CH:22]([CH3:23])[CH3:24])([CH3:18])[CH3:19])[cH:7]1. The reactants are Cc1cnc(N)c(Br)c1, COc1ccc(Cl)cc1I, O=C(C=Cc1ccccc1)C=Cc1ccccc1, O=C(C=Cc1ccccc1)C=Cc1ccccc1, O=C(C=Cc1ccccc1)C=Cc1ccccc1, [Pd], [Pd]. Product: COc1ccc(Cl)cc1Nc1ncc(C)cc1Br. As a reaction SMILES: [Br:11][c:12]1[c:13]([NH2:19])[n:14][cH:15][c:16]([CH3:18])[cH:17]1.[Cl:1][c:2]1[cH:3][c:4]([I:10])[c:5]([O:8][CH3:9])[cH:6][cH:7]1.[O:22]=[C:23]([CH:24]=[CH:25][c:26]1[cH:27][cH:28][cH:29][cH:30][cH:31]1)[CH:32]=[CH:33][c:34]1[cH:35][cH:36][cH:37][cH:38][cH:39]1.[O:40]=[C:41]([CH:42]=[CH:43][c:44]1[cH:45][cH:46][cH:47][cH:48][cH:49]1)[CH:50]=[CH:51][c:52]1[cH:53][cH:54][cH:55][cH:56][cH:57]1.[O:58]=[C:59]([CH:60]=[CH:61][c:62]1[cH:63][cH:64][cH:65][cH:66][cH:67]1)[CH:68]=[CH:69][c:70]1[cH:71][cH:72][cH:73][cH:74][cH:75]1.[Pd:20].[Pd:21]>>[Cl:1][c:2]1[cH:3][c:4]([NH:19][c:13]2[c:12]([Br:11])[cH:17][c:16]([CH3:18])[cH:15][n:14]2)[c:5]([O:8][CH3:9])[cH:6][cH:7]1. The reactants are O[C@@H]1[C@](CC2=CC=CC=C12)(C=1CC2=CC=CC=C2C1)CC1=CC=C(C(=O)O)C=C1 (4-(((1R,2R)-1-hydroxy-2,3-dihydro-1H,1′H-[2,2′-biinden]-2-yl)methyl)benzoic acid), CC(C)(C)OC(=O)OC(=O)OC(C)(C)C (Boc anhydride), C([O-])(O)=O.[NH4+] (Ammonium bicarbonate), N1=CC=CC=C1 (pyridine). Run in CS(=O)C (DMSO), O (water). Conditions: time 5 minute. The product is O[C@@H]1[C@](CC2=CC=CC=C12)(C=1CC2=CC=CC=C2C1)CC1=CC=C(C(=O)N)C=C1 (4-{[(1′R,2′R)-1′-hydroxy-1′,3′-dihydro-1H,2′H-2,2′-biinden-2′-yl]methyl}benzamide). Isolated yield 59.5%. Reaction SMILES: [OH:1][C@H:2]1[C:10]2[C:5](=[CH:6][CH:7]=[CH:8][CH:9]=2)[CH2:4][C@:3]1([CH2:20][C:21]1[CH:29]=[CH:28][C:24]([C:25](O)=[O:26])=[CH:23][CH:22]=1)[C:11]1[CH2:12][C:13]2[C:18]([CH:19]=1)=[CH:17][CH:16]=[CH:15][CH:14]=2.CC(OC(OC(OC(C)(C)C)=O)=O)(C)C.[N:45]1C=CC=CC=1.C(=O)(O)[O-].[NH4+]>CS(C)=O.O>[OH:1][C@H:2]1[C:10]2[C:5](=[CH:6][CH:7]=[CH:8][CH:9]=2)[CH2:4][C@:3]1([CH2:20][C:21]1[CH:29]=[CH:28][C:24]([C:25]([NH2:45])=[O:26])=[CH:23][CH:22]=1)[C:11]1[CH2:12][C:13]2[C:18]([CH:19]=1)=[CH:17][CH:16]=[CH:15][CH:14]=2 |f:3.4|. Procedure: To a solution of 4-(((1R,2R)-1-hydroxy-2,3-dihydro-1H,1′H-[2,2′-biinden]-2-yl)methyl)benzoic acid (100 mg, 0.26 mmol) in DMSO (5 mL) was added Boc anhydride (69 mg, 0.31 mmol) followed by pyridine (24 mg, 0.26 mmol) and stirred at room temperature for 5 min. Ammonium bicarbonate (62 mg, 0.78 mmol) was added and stirred for additional 1 h. Reaction mixture was poured into water (25 mL) and extracted with ethyl acetate (3×25 mL). The organic layer was washed with brine (25 mL), dried over anhydrou... Starting materials: O=C([O-])[O-], CCI, O=Cc1cc(O)ccc1OCc1ccccc1, CN(C)C=O, [K+], [K+], O. Product: CCOc1ccc(OCc2ccccc2)c(C=O)c1. Reaction SMILES: [C:21](=[O:22])([O-:23])[O-:24].[CH2:18]([CH3:19])[I:20].[CH2:1]([c:2]1[cH:3][cH:4][cH:5][cH:6][cH:7]1)[O:8][c:9]1[c:10]([CH:11]=[O:12])[cH:13][c:14]([OH:17])[cH:15][cH:16]1.[CH3:27][N:28]([CH3:29])[CH:30]=[O:31].[K+:25].[K+:26].[OH2:32]>>[CH2:1]([c:2]1[cH:3][cH:4][cH:5][cH:6][cH:7]1)[O:8][c:9]1[c:10]([CH:11]=[O:12])[cH:13][c:14]([O:17][CH2:18][CH3:19])[cH:15][cH:16]1. Reactants: O (water), BrBr (Bromine), OC=1C=C2C=CC(=CC2=CC1)C1=NOC2=C1C=CC(=C2)O (3-(6-hydroxy-2-naphthyl)-1,2-benzisoxazol-6-ol). Solvent: C(C)(=O)O (acetic acid), C(C)(=O)O (acetic acid). Run at time 30 minute. The product is BrC1=C2C=CC(=CC2=CC=C1O)C1=NOC2=C1C=CC(=C2)O (3-(5-Bromo-6-hydroxy-2-naphthyl)-1,2-benzisoxazol-6-ol). Isolated yield 53.0%. Reaction SMILES: [Br:1]Br.[OH:3][C:4]1[CH:5]=[C:6]2[C:11](=[CH:12][CH:13]=1)[CH:10]=[C:9]([C:14]1[C:18]3[CH:19]=[CH:20][C:21]([OH:23])=[CH:22][C:17]=3[O:16][N:15]=1)[CH:8]=[CH:7]2.O>C(O)(=O)C>[Br:1][C:5]1[C:4]([OH:3])=[CH:13][CH:12]=[C:11]2[C:6]=1[CH:7]=[CH:8][C:9]([C:14]1[C:18]3[CH:19]=[CH:20][C:21]([OH:23])=[CH:22][C:17]=3[O:16][N:15]=1)=[CH:10]2. Procedure: Bromine (0.11 mL, 2.17 mmol) in acetic acid (3 mL) was added dropwise into cold (5° C.) mixture of 3-(6-hydroxy-2-naphthyl)-1,2-benzisoxazol-6-ol (0.6 g, 2.17 mmol) and acetic acid (10 mL). The mixture was stirred for 30 min, poured into water and extracted with EtOAc. The organic extracts were dried over MgSO4. Evaporation and purification by flash chromatography (hexanes/EtOAc 1/1) gave an off-white solid (0.41 g, 53% yield, m.p. 275-277° C.); MS m/e 354 (M−H)+. Reactants: N#Cc1ccc(C(=O)O)cc1, Cc1ccc(CN)cc1. Reagents/catalysts: C[N+](=C(N1CCOCC1)N2C3=C(C=C(C=C3)Cl)[N+](=N2)[O-])C.F[P-](F)(F)(F)(F)F (HDMC), CCN(C(C)C)C(C)C (DIPEA). The solvent is CN(C)C=O (DMF), CN(C)C=O (DMF), CN(C)C=O (DMF), CN(C)C=O (DMF), CN(C)C=O (DMF), CN(C)C=O (DMF). Run at temperature 25 celsius, time 2 hour. Product: Cc1ccc(CNC(=O)c2ccc(C#N)cc2)cc1. Isolated yield 67.3%. RXN SMILES: Cc1ccc(CN)cc1.N#Cc1ccc(C(=O)O)cc1.C[N+](=C(N1CCOCC1)N2C3=C(C=C(C=C3)Cl)[N+](=N2)[O-])C.F[P-](F)(F)(F)(F)F.CCN(C(C)C)C(C)C.CN(C)C=O>>Cc1ccc(CNC(=O)c2ccc(C#N)cc2)cc1. Starting materials: [H-].[Na+] (sodium hydride), C(CC(=O)OCC)(=O)OCC (diethyl malonate), ClCC(C(C)C1=CC(=C(C=C1)C1=CC=CC=C1)F)=O (1-chloro-3-(2-fluoro-4-biphenylyl)butan-2-one), ice water. The solvent is CN(C=O)C (DMF), CN(C=O)C (DMF). Conditions: time 2 hour. Product: FC1=C(C=CC(=C1)C(C(CC(C(=O)OCC)C(=O)OCC)=O)C)C1=CC=CC=C1 (diethyl 2-(3-(2-fluoro-4-biphenylyl)-2-oxobutyl)malonate). The yield is 62.0%. Reaction SMILES: [H-].[Na+].[C:3]([O:11][CH2:12][CH3:13])(=[O:10])[CH2:4][C:5]([O:7][CH2:8][CH3:9])=[O:6].Cl[CH2:15][C:16](=[O:32])[CH:17]([C:19]1[CH:24]=[CH:23][C:22]([C:25]2[CH:30]=[CH:29][CH:28]=[CH:27][CH:26]=2)=[C:21]([F:31])[CH:20]=1)[CH3:18]>CN(C)C=O>[F:31][C:21]1[CH:20]=[C:19]([CH:17]([CH3:18])[C:16](=[O:32])[CH2:15][CH:4]([C:5]([O:7][CH2:8][CH3:9])=[O:6])[C:3]([O:11][CH2:12][CH3:13])=[O:10])[CH:24]=[CH:23][C:22]=1[C:25]1[CH:26]=[CH:27][CH:28]=[CH:29][CH:30]=1 |f:0.1|. Procedure: To a suspension of sodium hydride (1.88 g as 60% in oil, 47.0 mmoles) which was washed with hexane to remove mineral oil and dried, in dimethylformamide (DMF, 23 ml) was added dropwise a solution of diethyl malonate (7.52 g, 47.0 mmoles) in DMF (5 ml) at 0° C. under the stream of nitrogen gas. After elevating the temperature to 50° C., a solution of 1-chloro-3-(2-fluoro-4-biphenylyl)butan-2-one (10.0 g, 36.1 mmoles) in DMF (40 ml) was added dropwise, and the resulting mixture was stirred at the ... Starting materials: C=1(O)C(=CC(O)=CC1)C1=CC=CC=C1COCC1=CC=CC=C1C=1C(O)=CC=C(C1)O (hydroquinone monobenzyl ether), ClC1=NC2=CC=CC=C2C=C1 (2-chloroquinoline), C([O-])([O-])=O.[K+].[K+] (potassium carbonate), O (water). The solvent is CS(=O)C (dimethylsulfoxide). Product: C(C1=CC=CC=C1)OC1=CC=C(OC2=NC3=CC=CC=C3C=C2)C=C1 (2-(4-benzyloxyphenoxy)quinoline). The yield is 126.6%. Reaction SMILES: C1(C(C2[C:14]([CH2:15][O:16][CH2:17][C:18]3[C:23](C4C(=CC=C(O)C=4)O)=[CH:22][CH:21]=[CH:20][CH:19]=3)=[CH:13][CH:12]=[CH:11][CH:10]=2)=CC(=CC=1)O)O.Cl[C:33]1[CH:42]=[CH:41][C:40]2[C:35](=[CH:36][CH:37]=[CH:38][CH:39]=2)[N:34]=1.C(=O)([O-])[O-:44].[K+].[K+].O>CS(C)=O>[CH2:17]([O:16][C:15]1[CH:10]=[CH:11][C:12]([O:44][C:33]2[CH:42]=[CH:41][C:40]3[C:35](=[CH:36][CH:37]=[CH:38][CH:39]=3)[N:34]=2)=[CH:13][CH:14]=1)[C:18]1[CH:19]=[CH:20][CH:21]=[CH:22][CH:23]=1 |f:2.3.4|. Procedure: In 50 ml of dimethylsulfoxide, 12 g of hydroquinone monobenzyl ether, 8.2 g of 2-chloroquinoline and 8.3 g of potassium carbonate were dissolved and the mixture was heated at 150° to 160° C. for 4 hours to react them. After cooling, the reaction mixture was poured into water and the product was extracted with ether for several times and the ether layer was washed with an aqueous solution of sodium hydroxide and then with water and the ether layer was dehydrated over sodium sulfate. The solvent w...